From a dataset of the Open Reaction Database (ORD), a public repository of structured organic reaction records. describe an organic reaction: reactants, conditions, products, and yield Procedure details: The mixture of 3-[3-(1-amino-1-methyl-ethyl)-phenyl]-2-methylacrylic acid methyl ester (2.0 g, 8.6 mmol), magnesium (0.63 g, 25.8 mmol) in methanol was heated to reflux for 3 h until the starting material was consumed. The mixture was brought to room temperature, filtered and the filtrate was concentrated. The residue obtained was washed with saturated NH4Cl, brine, dried over magnesium sulfate and concentrated. Starting materials: COC(C(=CC1=CC(=CC=C1)C(C)(C)N)C)=O (3-[3-(1-amino-1-methyl-ethyl)-phenyl]-2-methylacrylic acid methyl ester), [Mg] (magnesium). As a reaction SMILES: [CH3:1][O:2][C:3](=[O:17])[C:4]([CH3:16])=[CH:5][C:6]1[CH:11]=[CH:10][CH:9]=[C:8]([C:12]([NH2:15])([CH3:14])[CH3:13])[CH:7]=1.[Mg]>CO>[CH3:1][O:2][C:3](=[O:17])[CH:4]([CH3:16])[CH2:5][C:6]1[CH:11]=[CH:10][CH:9]=[C:8]([C:12]([NH2:15])([CH3:13])[CH3:14])[CH:7]=1. Product: COC(C(CC1=CC(=CC=C1)C(C)(C)N)C)=O (3-[3-(1-Amino-1-methyl-ethyl)-phenyl]-2-methyl-propionic acid methyl ester). Run in CO (methanol).